This data is from the Open Reaction Database (ORD), a public repository of structured organic reaction records. The task is: describe an organic reaction: reactants, conditions, products, and yield Reactants: O=CO, CN(C)c1cccc(C2OCCO2)n1. Yields the product CN(C)c1cccc(C=O)n1. As a reaction SMILES: [CH:15]([OH:16])=[O:17].[O:1]1[CH:2]([c:6]2[cH:7][cH:8][cH:9][c:10]([N:12]([CH3:13])[CH3:14])[n:11]2)[O:5][CH2:4][CH2:3]1>>[O:1]=[CH:2][c:6]1[cH:7][cH:8][cH:9][c:10]([N:12]([CH3:13])[CH3:14])[n:11]1. The reactants are C(C)N(CCC1=CC=C(C=C1)O)C1=C(C=CC=C1)C1CC2=CC=C(C=C2CC1)OC (4-{2-{ethyl[2-(6-methoxy-1,2,3,4-tetrahydronaphthalen-2-yl)phenyl]amino}ethyl}phenol), Cl.ClCCN1CCCCCC1 (1-(2-chloroethyl)azepane hydrochloride), N1(CCCCCC1)CCOC1=CC=C(C=C1)CCN(C1=C(C=CC=C1)C1CC2=CC=C(C=C2CC1)OC)CC ({2-[4-(2-azepan-1-ylethoxy)phenyl]ethyl}ethyl[2-(6-methoxy-1,2,3,4-tetrahydronaphthalen-2-yl)phenyl]amine). Yields the product N1(CCCCCC1)CCOC1=CC=C(C=C1)CCN(C1=C(C=CC=C1)C1CC=2C=CC(=CC2CC1)O)CC (6-{2-{{2-[4-(2-Azepan-1-ylethoxy)phenyl]ethyl}ethylamino}phenyl}-5,6,7,8-tetrahydronaphthalen-2-ol). The yield is 87.9%. Reaction SMILES: C(N(C1C=CC=CC=1C1CCC2C(=CC=C(OC)C=2)C1)CCC1C=CC(O)=CC=1)C.Cl.ClCCN1CCCCCC1.[N:42]1([CH2:49][CH2:50][O:51][C:52]2[CH:57]=[CH:56][C:55]([CH2:58][CH2:59][N:60]([CH2:79][CH3:80])[C:61]3[CH:66]=[CH:65][CH:64]=[CH:63][C:62]=3[CH:67]3[CH2:76][CH2:75][C:74]4[C:69](=[CH:70][CH:71]=[C:72]([O:77]C)[CH:73]=4)[CH2:68]3)=[CH:54][CH:53]=2)[CH2:48][CH2:47][CH2:46][CH2:45][CH2:44][CH2:43]1>>[N:42]1([CH2:49][CH2:50][O:51][C:52]2[CH:53]=[CH:54][C:55]([CH2:58][CH2:59][N:60]([CH2:79][CH3:80])[C:61]3[CH:66]=[CH:65][CH:64]=[CH:63][C:62]=3[CH:67]3[CH2:76][CH2:75][C:74]4[CH:73]=[C:72]([OH:77])[CH:71]=[CH:70][C:69]=4[CH2:68]3)=[CH:56][CH:57]=2)[CH2:48][CH2:47][CH2:46][CH2:45][CH2:44][CH2:43]1 |f:1.2|. Procedure: Synthesized from 4-{2-{ethyl[2-(6-methoxy-1,2,3,4-tetrahydronaphthalen-2-yl)phenyl]amino}ethyl}phenol and 1-(2-chloroethyl)azepane hydrochloride according to an analogous synthetic method to Preparation Example 40, {2-[4-(2-azepan-1-ylethoxy)phenyl]ethyl}ethyl[2-(6-methoxy-1,2,3,4-tetrahydronaphthalen-2-yl)phenyl]amine (298 mg) was used according to an analogous synthetic method to Example 111 to provide the title compound (255 mg). Reactants: N1=CNC(C2=C1C=CO2)=O (Furo[3,2-d]pyrimidin-4(3H)-one), N1=CNC(C2=C1C=CO2)=O (Furo[3,2-d]pyrimidin-4(3H)-one), P(=O)(Cl)(Cl)Cl (phosphorus oxychloride). Yields the product ClC=1C2=C(N=CN1)C=CO2 (4-Chlorofuro[3,2-d]pyrimidine). Yield: 78.0%. RXN SMILES: [N:1]1[C:6]2[CH:7]=[CH:8][O:9][C:5]=2[C:4](=O)[NH:3][CH:2]=1.P(Cl)(Cl)([Cl:13])=O>>[Cl:13][C:4]1[C:5]2[O:9][CH:8]=[CH:7][C:6]=2[N:1]=[CH:2][N:3]=1. Reported procedure: Furo[3,2-d]pyrimidin-4(3H)-one (Intermediate 83) (1.49 g) and phosphorus oxychloride (15 mL) were heated to 120° C. for 45 minutes, cooled to ambient temperature, and evaporated under high vacuum. The residue was added to 50% saturated sodium carbonate (100 mL) and extracted into DCM (3×100 mL). The combined organics were dried and the solvent removed to afford the title compound as an orange solid (1.32 g, 78%);